Dataset: the Open Reaction Database (ORD), a public repository of structured organic reaction records. Task: describe an organic reaction: reactants, conditions, products, and yield The reactants are ClC=1C=CC=2N(N1)C(=CN2)CC=2C(=C1C=NN(C1=CC2F)C)F (6-chloro-3-(4,6-difluoro-1-methyl-1H-indazol-5-ylmethyl)-imidazo[1,2-b]pyridazine), COCCOC (DME), CN1N=CC(=C1)B1OC(C(O1)(C)C)(C)C (1-methyl-4-(4,4,5,5-tetramethyl-[1,3,2]dioxaborolan-2-yl)-1H-pyrazole). The reagents and catalysts are Cl[Pd]([P](C1=CC=CC=C1)(C2=CC=CC=C2)C3=CC=CC=C3)([P](C4=CC=CC=C4)(C5=CC=CC=C5)C6=CC=CC=C6)Cl (PdCl2(PPh3)2). Solvent: C(Cl)Cl (DCM). Conditions: time 30 minute. Product: FC1=C2C=NN(C2=CC(=C1CC1=CN=C2N1N=C(C=C2)C=2C=NN(C2)C)F)C (3-(4,6-Difluoro-1-methyl-1H-indazol-5-ylmethyl)-6-(1-methyl-1H-pyrazol-4-yl)-imidazo[1,2-b]pyridazine). Reaction SMILES: Cl[C:2]1[CH:3]=[CH:4][C:5]2[N:6]([C:8]([CH2:11][C:12]3[C:13]([F:23])=[C:14]4[C:18](=[CH:19][C:20]=3[F:21])[N:17]([CH3:22])[N:16]=[CH:15]4)=[CH:9][N:10]=2)[N:7]=1.COCCOC.[CH3:30][N:31]1[CH:35]=[C:34](B2OC(C)(C)C(C)(C)O2)[CH:33]=[N:32]1>C(Cl)Cl.Cl[Pd](Cl)([P](C1C=CC=CC=1)(C1C=CC=CC=1)C1C=CC=CC=1)[P](C1C=CC=CC=1)(C1C=CC=CC=1)C1C=CC=CC=1>[F:23][C:13]1[C:12]([CH2:11][C:8]2[N:6]3[N:7]=[C:2]([C:34]4[CH:33]=[N:32][N:31]([CH3:30])[CH:35]=4)[CH:3]=[CH:4][C:5]3=[N:10][CH:9]=2)=[C:20]([F:21])[CH:19]=[C:18]2[C:14]=1[CH:15]=[N:16][N:17]2[CH3:22] |^1:50,69|. Procedure details: In a microwave vial were introduced under argon 1-methyl-4-(4,4,5,5-tetramethyl-[1,3,2]dioxaborolan-2-yl)-1H-pyrazole (23 mg, 0.112 mmol) and 6-chloro-3-(4,6-difluoro-1-methyl-1H-indazol-5-ylmethyl)-imidazo[1,2-b]pyridazine (Stage 284.1, 25 mg, 0.075 mmol) with 0.3 mL DME. The solution was degassed with argon, before adding PdCl2(PPh3)2 (1.5 mg) and 2 M K2CO3 (0.101 mL). The RM was then stirred at 80°-90° C. for 30 min. Additional 1-methyl-4-(4,4,5,5-tetramethyl-[1,3,2]dioxaborolan-2-yl)-1H-pyra...